Dataset: the Open Reaction Database (ORD), a public repository of structured organic reaction records. Task: describe an organic reaction: reactants, conditions, products, and yield Reactants: O=C([O-])[O-], O=C([O-])O, CN(C)C=O, CCOC(=O)CCCCl, [K+], [K+], CC(C)(C)OC(=O)N1CCNCC1, [Na+]. Yields the product CCOC(=O)CCCN1CCN(C(=O)OC(C)(C)C)CC1. RXN SMILES: [C:23](=[O:24])([O-:25])[O-:26].[C:34](=[O:35])([OH:36])[O-:37].[CH3:29][N:30]([CH3:31])[CH:32]=[O:33].[Cl:14][CH2:15][CH2:16][CH2:17][C:18](=[O:19])[O:20][CH2:21][CH3:22].[K+:27].[K+:28].[N:1]1([C:7](=[O:8])[O:9][C:10]([CH3:11])([CH3:12])[CH3:13])[CH2:2][CH2:3][NH:4][CH2:5][CH2:6]1.[Na+:38]>>[N:1]1([C:7](=[O:8])[O:9][C:10]([CH3:11])([CH3:12])[CH3:13])[CH2:2][CH2:3][N:4]([CH2:15][CH2:16][CH2:17][C:18](=[O:19])[O:20][CH2:21][CH3:22])[CH2:5][CH2:6]1. Reactants: COC(=O)C(C)(OCc1ccc2cc(Cl)ccc2c1)C(F)(F)F, COC(=O)C(C)(OCc1cccc2ccccc12)C(F)(F)F, COC(=O)C(C)(OCc1ccc2ccccc2c1)C(F)(F)F. Yields the product CC(OCc1ccc2cc(Cl)ccc2c1)(C(=O)O)C(F)(F)F. As a reaction SMILES: [Cl:1][c:2]1[cH:3][c:4]2[cH:5][cH:6][c:7]([CH2:12][O:13][C:14]([C:15](=[O:16])[O:17][CH3:18])([C:19]([F:20])([F:21])[F:22])[CH3:23])[cH:8][c:9]2[cH:10][cH:11]1.[c:46]1([CH2:47][O:48][C:49]([CH3:50])([C:51]([F:52])([F:53])[F:54])[C:55]([O:56][CH3:57])=[O:58])[c:59]2[c:60]([cH:61][cH:62][cH:63][cH:64]2)[cH:65][cH:66][cH:67]1.[cH:24]1[c:25]2[c:26]([cH:27][cH:28][cH:29][cH:30]2)[cH:31][cH:32][c:33]1[CH2:34][O:35][C:36]([CH3:37])([C:38]([F:39])([F:40])[F:41])[C:42]([O:43][CH3:44])=[O:45]>>[Cl:1][c:2]1[cH:3][c:4]2[cH:5][cH:6][c:7]([CH2:12][O:13][C:14]([C:15](=[O:16])[OH:17])([C:19]([F:20])([F:21])[F:22])[CH3:23])[cH:8][c:9]2[cH:10][cH:11]1. Reactants: C1CC2CC3CCC2C(C1)C3 (4-Homoisotwistane), C1CC2CC3CCC2C(C1)C3 (4-homoisotwistane), C=CCCCC1=CC=CCC1 (1-penten-5-ylcyclohexadiene), S(O)(O)(=O)=O (sulfuric acid), homoadamantan-4, 1-penten-5-ylcyclohexadienes, C1CC2CC3CCC2C(C1)C3 (4-Homoisotwistane), C1CC2CC3CCC2C(C1)C3 (4-Homoisotwistane). Run in CCCCC (n-pentane). Yields the product C1CC2CC3CC1CC(C2)C3 (homoadamantane). Yield: 20.0%. RXN SMILES: [CH2:1]1[CH2:10][CH:9]2[CH2:11][CH:5]3[CH2:6][CH2:7][CH:8]2[CH:3]([CH2:4]3)[CH2:2]1.C=CCCCC1CCC=CC=1.S(=O)(=O)(O)O>CCCCC>[CH2:6]1[CH:5]2[CH2:4][CH:3]3[CH2:8][CH:9]([CH2:11]2)[CH2:10][CH:1]([CH2:2]3)[CH2:7]1. Procedure: 4-Homoisotwistane (II) is a compound disclosed by Krantz et al (Chem., Commun., 1971, 1287 and J. Amer. Chem. Soc., 95, 5662 (1973)) in their report concerning the selectivity of the intermolecular Diels-Alder reaction of 1-penten-5-ylcyclohexadienes. However, the selectivity of 4-homoisotwistane (II) is very low in this reaction and the starting 1-penten-5-ylcyclohexadiene is not readily available or cannot easily be synthesized. Accordingly, from the industrial viewpoint, it is very disadvanta... Conditions: temperature 80 celsius. The reagents and catalysts are C(C)(=O)[O-].[Pd+2].C(C)(=O)[O-] (palladium acetate), C[C@@H]([C]1[CH][CH][CH][C]1P(C2CCCCC2)C3CCCCC3)P(C(C)(C)C)C(C)(C)C.[CH]1[CH][CH][CH][CH]1.[Fe] ((R)-1-[(SP)-2-(dicyclohexylphosphino)ferrocenyl]ethyldi-tert-butylphosphine). Isolated yield 64.1%. Starting materials: CC(C)(C)[O-].[Na+] (NaOtBu), C(C)(C)(C)[SiH](C)OCC(C)(C)N1C=C(C=2C=NC=CC21)C(=O)C2=NC=CC(=C2)Cl ([1-(2-{[tert-butyl(methyl)silyl]oxyl}-1,1-dimethylethyl)-1H-pyrrolo[3,2-c]pyridin-3-yl](4-chloropyridin-2-yl)methanone), C(C1=CC=CC=C1)(C1=CC=CC=C1)=N (benzophenone imine). Procedure details: To a suspension of NaOtBu (500 mg, 5.2 mmol) and [1-(2-{[tert-butyl(methyl)silyl]oxyl}-1,1-dimethylethyl)-1H-pyrrolo[3,2-c]pyridin-3-yl](4-chloropyridin-2-yl)methanone (Preparation 44, 1.65 g, 3.71 mmol) in DME (5 mL) was added a solution of palladium acetate (41.8 mg, 0.186 mmol) and (R)-1-[(SP)-2-(dicyclohexylphosphino)ferrocenyl]ethyldi-tert-butylphosphine (103 mg, 0.186 mmol) in DME (2 mL) followed by a solution of benzophenone imine (808 mg, 4.46 mmol) in DME (2 mL). The reaction was degass... Product: [Si](C)(C)(C(C)(C)C)OCC(C)(C)N1C=C(C=2C=NC=CC21)C(=O)C2=NC=CC(=C2)N=C(C2=CC=CC=C2)C2=CC=CC=C2 ([1-(2-{[tert-butyl(dimethyl)silyl]oxy}-1,1-dimethylethyl)-1H-pyrrolo[3,2-c]pyridin-3-yl]{4-[(diphenylmethylene)amino]pyridin-2-yl}methanone). As a reaction SMILES: [CH3:1]C([O-])(C)C.[Na+].[C:7]([SiH:11]([O:13][CH2:14][C:15]([N:18]1[C:26]2[CH:25]=[CH:24][N:23]=[CH:22][C:21]=2[C:20]([C:27]([C:29]2[CH:34]=[C:33](Cl)[CH:32]=[CH:31][N:30]=2)=[O:28])=[CH:19]1)([CH3:17])[CH3:16])[CH3:12])([CH3:10])([CH3:9])[CH3:8].[C:36](=[NH:49])([C:43]1[CH:48]=[CH:47][CH:46]=[CH:45][CH:44]=1)[C:37]1[CH:42]=[CH:41][CH:40]=[CH:39][CH:38]=1>COCCOC.C([O-])(=O)C.[Pd+2].C([O-])(=O)C.C[C@H](P(C(C)(C)C)C(C)(C)C)[C]1[C](P(C2CCCCC2)C2CCCCC2)[CH][CH][CH]1.[CH]1[CH][CH][CH][CH]1.[Fe]>[Si:11]([O:13][CH2:14][C:15]([N:18]1[C:26]2[CH:25]=[CH:24][N:23]=[CH:22][C:21]=2[C:20]([C:27]([C:29]2[CH:34]=[C:33]([N:49]=[C:36]([C:43]3[CH:44]=[CH:45][CH:46]=[CH:47][CH:48]=3)[C:37]3[CH:42]=[CH:41][CH:40]=[CH:39][CH:38]=3)[CH:32]=[CH:31][N:30]=2)=[O:28])=[CH:19]1)([CH3:17])[CH3:16])([C:7]([CH3:10])([CH3:9])[CH3:8])([CH3:1])[CH3:12] |f:0.1,5.6.7,8.9.10,^1:75,76,90,91,92,93,94,95,96,97|. Solvent: COCCOC (DME), COCCOC (DME), COCCOC (DME). Reaction SMILES: [Al+3:2].[CH2:26]1[O:27][CH2:28][CH2:29][CH2:30]1.[CH3:7][O:8][c:9]1[cH:10][c:11]([CH2:16][CH2:17][C:18](=[O:19])[OH:20])[cH:12][cH:13][c:14]1[CH3:15].[H-:1].[H-:4].[H-:5].[H-:6].[Li+:3].[S:21](=[O:22])(=[O:23])([OH:24])[OH:25]>>[CH3:7][O:8][c:9]1[cH:10][c:11]([CH2:16][CH2:17][CH2:18][OH:19])[cH:12][cH:13][c:14]1[CH3:15]. Product: COc1cc(CCCO)ccc1C. Reactants: [Al+3], C1CCOC1, COc1cc(CCC(=O)O)ccc1C, [H-], [H-], [H-], [H-], [Li+], O=S(=O)(O)O. Reactants: C(C)C=1C(=CC=C2C=C(C(OC12)=O)NC(OCC1=CC=CC=C1)=O)O[C@@H]1OC([C@@H]([C@@H]2[C@H]1OC(O2)=O)OC)(C)C (Benzyl 8-ethyl-7-((3aR,4R,7R,7aR)-7-methoxy-6,6-dimethyl-2-oxotetrahydro-3aH-[1,3]dioxolo[4,5-c]pyran-4-yloxy)-2-oxo-2H-chromen-3-ylcarbamate), CCN=C=NCCCN(C)C (EDCI), N1C(=CC2=CC=CC=C12)C(=O)O (1H-indole-2-carboxylic acid), amine, C([O-])([O-])=O (carbonate). The reagents and catalysts are [Pd] (Palladium on carbon). Solvent: C1CCOC1 (THF), N1=CC=CC=C1.C(Cl)Cl (pyridine CH2Cl2), CO (MeOH), C(C)N(CC)CC (Triethylamine). Conditions: time 12 hour. Yields the product O[C@H]1[C@@H](OC([C@@H]([C@H]1O)OC)(C)C)OC1=CC=C2C=C(C(OC2=C1CC)=O)NC(=O)C=1NC2=CC=CC=C2C1 (N-(7-((2R,3R,4S,5R)-3,4-dihydroxy-5-methoxy-6,6-dimethyltetrahydro-2H-pyran-2-yloxy)-8-ethyl-2-oxo-2H-chromen-3-yl)-1H-indole-2-carboxamide). Isolated yield 8.0%. As a reaction SMILES: [CH2:1]([C:3]1[C:4]([O:25][C@H:26]2[C@@H:31]3[O:32]C(=O)[O:34][C@@H:30]3[C@@H:29]([O:36][CH3:37])[C:28]([CH3:39])([CH3:38])[O:27]2)=[CH:5][CH:6]=[C:7]2[C:12]=1[O:11][C:10](=[O:13])[C:9]([NH:14][C:15](=[O:24])OCC1C=CC=CC=1)=[CH:8]2)[CH3:2].CCN=C=NCCCN(C)C.[NH:51]1[C:59]2[C:54](=[CH:55][CH:56]=[CH:57][CH:58]=2)[CH:53]=[C:52]1C(O)=O.C(=O)([O-])[O-]>[Pd].C1COCC1.N1C=CC=CC=1.C(Cl)Cl.CO.C(N(CC)CC)C>[OH:32][C@@H:31]1[C@H:30]([OH:34])[C@@H:29]([O:36][CH3:37])[C:28]([CH3:39])([CH3:38])[O:27][C@H:26]1[O:25][C:4]1[C:3]([CH2:1][CH3:2])=[C:12]2[C:7]([CH:8]=[C:9]([NH:14][C:15]([C:52]3[NH:51][C:59]4[C:54]([CH:53]=3)=[CH:55][CH:56]=[CH:57][CH:58]=4)=[O:24])[C:10](=[O:13])[O:11]2)=[CH:6][CH:5]=1 |f:6.7|. Procedure: Palladium on carbon (10%, 12 mg) was added to 25h (121 mg, 0.22 mmol) in anhydrous THF (5.00 mL) and the solution was placed under an atmosphere of H2. After 12 hours, the solution was filtered through SiO2 (1:1 CH2Cl2:Acetone) and the eluent was concentrated to afford a yellow solid, which was used without further purification (90.0 mg, 99%). EDCI (28.3 mg, 0.15 mmol) and 1H-indole-2-carboxylic acid (19.0 mg, 0.12 mmol) were added to the amine (24.0 mg, 0.059 mmol) in 30% pyridine/CH2Cl2 (1.63 ... The reactants are CO, Cl, COCOc1ccccc1C1(F)CC1. Reaction SMILES: [CH3:16][OH:17].[ClH:1].[F:2][C:3]1([c:6]2[c:7]([O:12][CH2:13][O:14][CH3:15])[cH:8][cH:9][cH:10][cH:11]2)[CH2:4][CH2:5]1>>[F:2][C:3]1([c:6]2[c:7]([OH:12])[cH:8][cH:9][cH:10][cH:11]2)[CH2:4][CH2:5]1. Product: Oc1ccccc1C1(F)CC1. The reactants are FC(C(=O)O)(F)F.FC(C(=O)O)(F)F.ClC=1C=NC=2NC=3C=CC=C(CCC4=C(C=CC(NC1N2)=C4)NC(=O)C4CCNCC4)C3 (N-[6-chloro-2,4,8,22-tetraazatetracyclo[14.3.1.1(3,7).1(9,13)]docosa-1(20),3(22),4,6,9(21),10,12,16,18-nonaen-12-yl]piperidine-4-carboxamide bis(trifluoroacetate)), N(=C=O)C1=C(C=CC=C1)SC (1-isocyanato-2-(methylthio)benzene). Product: FC(C(=O)O)(F)F.ClC=1C=NC=2NC=3C=CC=C(CCC4=C(C=CC(NC1N2)=C4)NC(=O)C4CCN(CC4)C(=O)NC4=C(C=CC=C4)SC)C3 (N(4)-[6-Chloro-2,4,8,22-tetraazatetracyclo[14.3.1.1(3,7).1(9,13)]docosa-1(20),3(22),4,6,9(21),10,12,16,18-nonaen-12-yl]-N(1)-[2-(methylthio)phenyl]piperidine-1,4-dicarboxamide trifluoroacetate). Yield: 49.0%. Reaction SMILES: [F:1][C:2]([F:7])([F:6])[C:3]([OH:5])=[O:4].FC(F)(F)C(O)=O.[Cl:15][C:16]1[CH:17]=[N:18][C:19]2[NH:20][C:21]3[CH:22]=[CH:23][CH:24]=[C:25]([CH:46]=3)[CH2:26][CH2:27][C:28]3[CH:36]=[C:32]([NH:33][C:34]=1[N:35]=2)[CH:31]=[CH:30][C:29]=3[NH:37][C:38]([CH:40]1[CH2:45][CH2:44][NH:43][CH2:42][CH2:41]1)=[O:39].[N:47]([C:50]1[CH:55]=[CH:54][CH:53]=[CH:52][C:51]=1[S:56][CH3:57])=[C:48]=[O:49]>>[F:1][C:2]([F:7])([F:6])[C:3]([OH:5])=[O:4].[Cl:15][C:16]1[CH:17]=[N:18][C:19]2[NH:20][C:21]3[CH:22]=[CH:23][CH:24]=[C:25]([CH:46]=3)[CH2:26][CH2:27][C:28]3[CH:36]=[C:32]([NH:33][C:34]=1[N:35]=2)[CH:31]=[CH:30][C:29]=3[NH:37][C:38]([CH:40]1[CH2:45][CH2:44][N:43]([C:48]([NH:47][C:50]2[CH:55]=[CH:54][CH:53]=[CH:52][C:51]=2[S:56][CH3:57])=[O:49])[CH2:42][CH2:41]1)=[O:39] |f:0.1.2,4.5|. Procedure: The desired compound was prepared according to the procedure of Example A9, step H using N-[6-chloro-2,4,8,22-tetraazatetracyclo[14.3.1.1(3,7).1(9,13)]docosa-1(20),3(22),4,6,9(21),10,12,16,18-nonaen-12-yl]piperidine-4-carboxamide bis(trifluoroacetate) and 1-isocyanato-2-(methylthio)benzene as starting materials in 49% yield. LCMS for C32H32ClN7O2S (M+H)+: m/z=614.2. The reactants are Cl, COc1ccc2c(-c3ccccc3F)noc2c1C, O, c1ccncc1. RXN SMILES: [ClH:20].[F:1][c:2]1[c:3](-[c:8]2[n:9][o:10][c:11]3[c:12]2[cH:13][cH:14][c:15]([O:18][CH3:19])[c:16]3[CH3:17])[cH:4][cH:5][cH:6][cH:7]1.[OH2:27].[n:21]1[cH:22][cH:23][cH:24][cH:25][cH:26]1>>[F:1][c:2]1[c:3](-[c:8]2[n:9][o:10][c:11]3[c:12]2[cH:13][cH:14][c:15]([OH:18])[c:16]3[CH3:17])[cH:4][cH:5][cH:6][cH:7]1. Yields the product Cc1c(O)ccc2c(-c3ccccc3F)noc12.